From a dataset of the Open Reaction Database (ORD), a public repository of structured organic reaction records. describe an organic reaction: reactants, conditions, products, and yield Reactants: ClC1=NC2=C(N1CCC1=CC=CC=C1)C=CC(=C2)C(F)(F)F (2-chloro-1-phenethyl-5-(trifluoromethyl)-1H-benzo[d]imidazole), NC=1C=CC=C2C=CC(=CC12)O (8-amino-naphthalen-2-ol). Yields the product C(CC1=CC=CC=C1)N1C(=NC2=C1C=CC(=C2)C(F)(F)F)NC=2C=CC=C1C=CC(=CC21)O (8-(1-Phenethyl-5-(trifluoromethyl)-1H-benzo[d]imidazol-2-ylamino)naphthalen-2-ol). Reaction SMILES: Cl[C:2]1[N:6]([CH2:7][CH2:8][C:9]2[CH:14]=[CH:13][CH:12]=[CH:11][CH:10]=2)[C:5]2[CH:15]=[CH:16][C:17]([C:19]([F:22])([F:21])[F:20])=[CH:18][C:4]=2[N:3]=1.[NH2:23][C:24]1[CH:25]=[CH:26][CH:27]=[C:28]2[C:33]=1[CH:32]=[C:31]([OH:34])[CH:30]=[CH:29]2>>[CH2:7]([N:6]1[C:5]2[CH:15]=[CH:16][C:17]([C:19]([F:22])([F:21])[F:20])=[CH:18][C:4]=2[N:3]=[C:2]1[NH:23][C:24]1[CH:25]=[CH:26][CH:27]=[C:28]2[C:33]=1[CH:32]=[C:31]([OH:34])[CH:30]=[CH:29]2)[CH2:8][C:9]1[CH:14]=[CH:13][CH:12]=[CH:11][CH:10]=1. Procedure details: The reaction of 2-chloro-1-phenethyl-5-(trifluoromethyl)-1H-benzo[d]imidazole from step (b) above (98 mg, 0.3 mol) with 8-amino-naphthalen-2-ol (64 mg, 0.2 mmol, Aldrich) under the condition of Example 21(b) afforded the title compound. MS (ESI, pos. ion) m/z: 448(M+1). Starting materials: CN(S(=O)(=O)N1N=CC=2C1=C1OC(=C(C(C1=CC2)=O)I)C2=CC=CC=C2)C (7-iodo-6-oxo-8-phenyl-6H-9-oxa-1,2-diaza-cyclopenta[a]naphthalene-1-sulfonic acid dimethylamide), C(=O)(C(F)(F)F)O (TFA). The solvent is C(Cl)Cl (DCM). Conditions: time 3 hour. The product is IC=1C(C2=CC=C3C(=C2OC1C1=CC=CC=C1)NN=C3)=O (7-Iodo-8-phenyl-1H-9-oxa-1,2-diaza-cyclopenta[a]naphthalen-6-one). Isolated yield 99.3%. As a reaction SMILES: CN(C)S([N:6]1[C:10]2=[C:11]3[C:16](=[CH:17][CH:18]=[C:9]2[CH:8]=[N:7]1)[C:15](=[O:19])[C:14]([I:20])=[C:13]([C:21]1[CH:26]=[CH:25][CH:24]=[CH:23][CH:22]=1)[O:12]3)(=O)=O.C(O)(C(F)(F)F)=O>C(Cl)Cl>[I:20][C:14]1[C:15](=[O:19])[C:16]2[C:11]([O:12][C:13]=1[C:21]1[CH:26]=[CH:25][CH:24]=[CH:23][CH:22]=1)=[C:10]1[NH:6][N:7]=[CH:8][C:9]1=[CH:18][CH:17]=2. Procedure details: To a solution of 7-iodo-6-oxo-8-phenyl-6H-9-oxa-1,2-diaza-cyclopenta[a]naphthalene-1-sulfonic acid dimethylamide (82 mg, 0.166 mmol) in DCM (2 mL) was added TFA (0.5 mL) at RT. After 3 h, the reaction mixture was concentrated in vacuo to afford the title compound as a white solid (64 mg, 100%). LCMS (Method A): RT=4.23 min, [M+H]+=389. Starting materials: CN(CCCN)C (3-(dimethylamino)propylamine), ClC=1C=C2CC(N(C2=CC1)C(=O)OC1=CC=C(C=C1)[N+](=O)[O-])=O (4-nitrophenyl 5-chloro-2,3-dihydro-2-oxo-1H-indole-1-carboxylate). Reported procedure: 12.08 mmol of 3-(dimethylamino)propylamine are added at ambient temperature to a solution of 12.08 mmol of 4-nitrophenyl 5-chloro-2,3-dihydro-2-oxo-1H-indole-1-carboxylate in 70 ml of dichloromethane. The reaction is immediate. After extraction of the resulting solution with a 0.05N solution of sodium hydroxide until the aqueous phase no longer exhibits a yellow colour, the organic phase is dried, filtered and evaporated under reduced pressure. The expected compound is isolated in the form of a ... Reaction SMILES: [CH3:1][N:2]([CH3:7])[CH2:3][CH2:4][CH2:5][NH2:6].[Cl:8][C:9]1[CH:10]=[C:11]2[C:15](=[CH:16][CH:17]=1)[N:14]([C:18](OC1C=CC([N+]([O-])=O)=CC=1)=[O:19])[C:13](=[O:30])[CH2:12]2>ClCCl>[CH3:1][N:2]([CH3:7])[CH2:3][CH2:4][CH2:5][NH:6][C:18]([N:14]1[C:15]2[C:11](=[CH:10][C:9]([Cl:8])=[CH:17][CH:16]=2)[CH2:12][C:13]1=[O:30])=[O:19]. The solvent is ClCCl (dichloromethane). Product: CN(CCCNC(=O)N1C(CC2=CC(=CC=C12)Cl)=O)C (N-[3-(Dimethylamino)propyl]-5-chloro-2,3-dihydro-2-oxo-1H-indole-1-carboxamide). Reactants: C([O-])(O)=O.[Na+] (sodium bicarbonate), crude material, CC1(OCC(O1)COC1=CC(=NC=C1)N)C (4-((2,2-Dimethyl-1,3-dioxolan-4-yl)methoxy)pyridin-2-amine), C(C)O (ethanol), ClC(C(=O)OCC)C=O (ethyl 2-chloro-3-oxopropanoate). The solvent is C(C)(=O)OCC (ethyl acetate), C(C)(=O)OCC (ethyl acetate). Run at temperature 60 celsius. The product is CC1(OCC(O1)COC1=CC=2N(C=C1)C(=CN2)C(=O)OCC)C (ethyl 7-((2,2-dimethyl-1,3-dioxolan-4-yl)methoxy)imidazo[1,2-a]pyridine-3-carboxylate). RXN SMILES: [CH3:1][C:2]1([CH3:16])[O:6][CH:5]([CH2:7][O:8][C:9]2[CH:14]=[CH:13][N:12]=[C:11]([NH2:15])[CH:10]=2)[CH2:4][O:3]1.C(O)C.Cl[CH:21]([CH:27]=O)[C:22]([O:24][CH2:25][CH3:26])=[O:23].C(=O)(O)[O-].[Na+]>C(OCC)(=O)C>[CH3:1][C:2]1([CH3:16])[O:6][CH:5]([CH2:7][O:8][C:9]2[CH:14]=[CH:13][N:12]3[C:21]([C:22]([O:24][CH2:25][CH3:26])=[O:23])=[CH:27][N:15]=[C:11]3[CH:10]=2)[CH2:4][O:3]1 |f:3.4|. Procedure: 4-((2,2-Dimethyl-1,3-dioxolan-4-yl)methoxy)pyridin-2-amine (5.6 g, 0.025 mol) was mixed with ethanol (60 mL) in a reaction flask under an atmosphere of dry nitrogen. A solution of ethyl 2-chloro-3-oxopropanoate (5% in benzene; 93 mL; Commercial solution from Toronto Research Chemicals Inc.) was added. The mixture was heated to 60° C. under nitrogen for 2 hours. After allowing the mixture to cool the solvent was removed under vacuum to give a brown solid. The solid was mixed with ethyl acetate (2...